Dataset: the Open Reaction Database (ORD), a public repository of structured organic reaction records. Task: describe an organic reaction: reactants, conditions, products, and yield Starting materials: C(#N)C1=C(C(=O)C(=C(C1=O)Cl)Cl)C#N (DDQ), COC1=CC=C(COC(C)(C)C2=CC=C(C=C2)C=2N=C(N3C2C=NC2=C3C=CN2S(=O)(=O)C2=CC=C(C)C=C2)COCCNC(OCC2C3=CC=CC=C3C=3C=CC=CC23)=O)C=C1 ((9H-fluoren-9-yl)methyl 2-((3-(4-(2-(4-methoxybenzyloxy)propan-2-yl)phenyl)-6-tosyl-6H-imidazo[1,5-a]pyrrolo[2,3-e]pyrazin-1-yl)methoxy)ethylcarbamate), COC1=CC=C(COC(C)(C)C2=CC=C(C=C2)[Mg]Br)C=C1 ((4-(2-(4-methoxybenzyloxy)propan-2-yl)phenyl)magnesium bromide), C1=CC=CC=2C3=CC=CC=C3C(C12)COC(=O)NCCOCC(=O)O (2-(2-(((9H-fluoren-9-yl)methoxy)carbonylamino)ethoxy)acetic acid). Reagents/catalysts: FC(C(=O)[O-])(F)F.[Hg+2].FC(C(=O)[O-])(F)F (mercury(II) trifluoroacetate). The solvent is O (Water), C(Cl)Cl (DCM). Run at time 45 minute. Product: OC(C)(C)C1=CC=C(C=C1)C=1N=C(N2C1C=NC1=C2C=CN1S(=O)(=O)C1=CC=C(C)C=C1)COCCNC(OCC1C2=CC=CC=C2C=2C=CC=CC12)=O ((9H-fluoren-9-yl)methyl 2-((3-(4-(2-hydroxypropan-2-yl)phenyl)-6-tosyl-6H-imidazo[1,5-a]pyrrolo[2,3-e]pyrazin-1-yl)methoxy)ethylcarbamate). Yield: 45.0%. Reaction SMILES: COC1C=CC(C[O:8][C:9]([C:12]2[CH:17]=[CH:16][C:15]([C:18]3[N:19]=[C:20]([CH2:40][O:41][CH2:42][CH2:43][NH:44][C:45](=[O:61])[O:46][CH2:47][CH:48]4[C:60]5[CH:59]=[CH:58][CH:57]=[CH:56][C:55]=5[C:54]5[C:49]4=[CH:50][CH:51]=[CH:52][CH:53]=5)[N:21]4[C:26]5[CH:27]=[CH:28][N:29]([S:30]([C:33]6[CH:39]=[CH:38][C:36]([CH3:37])=[CH:35][CH:34]=6)(=[O:32])=[O:31])[C:25]=5[N:24]=[CH:23][C:22]=34)=[CH:14][CH:13]=2)([CH3:11])[CH3:10])=CC=1.COC1C=CC(COC(C2C=CC([Mg]Br)=CC=2)(C)C)=CC=1.C1C2C(COC(NCCOCC(O)=O)=O)C3C(=CC=CC=3)C=2C=CC=1.C(C1C(=O)C(Cl)=C(Cl)C(=O)C=1C#N)#N>C(Cl)Cl.FC(F)(F)C([O-])=O.[Hg+2].FC(F)(F)C([O-])=O.O>[OH:8][C:9]([C:12]1[CH:13]=[CH:14][C:15]([C:18]2[N:19]=[C:20]([CH2:40][O:41][CH2:42][CH2:43][NH:44][C:45](=[O:61])[O:46][CH2:47][CH:48]3[C:49]4[CH:50]=[CH:51][CH:52]=[CH:53][C:54]=4[C:55]4[C:60]3=[CH:59][CH:58]=[CH:57][CH:56]=4)[N:21]3[C:26]4[CH:27]=[CH:28][N:29]([S:30]([C:33]5[CH:34]=[CH:35][C:36]([CH3:37])=[CH:38][CH:39]=5)(=[O:32])=[O:31])[C:25]=4[N:24]=[CH:23][C:22]=23)=[CH:16][CH:17]=1)([CH3:10])[CH3:11] |f:5.6.7|. Procedure: To a solution of (9H-fluoren-9-yl)methyl 2-((3-(4-(2-(4-methoxybenzyloxy)propan-2-yl)phenyl)-6-tosyl-6H-imidazo[1,5-a]pyrrolo[2,3-e]pyrazin-1-yl)methoxy)ethylcarbamate (0.077 g, 0.089 mmol, prepared using AF from Example #2, Step B cyano intermediate with ((4-(2-(4-methoxybenzyloxy)propan-2-yl)phenyl)magnesium bromide [NOVEL], AG, J.1 with 2-(2-(((9H-fluoren-9-yl)methoxy)carbonylamino)ethoxy)acetic acid [Chem Impex] and L.1 with mercury(II) trifluoroacetate) in DCM (0.94 mL) and Water (0.05 mL) ... Reactants: C1CCOC1, COCCCN, O=C(Nc1nc2cccc(Cl)n2n1)c1ccccc1. The product is COCCCNc1cccc2nc(NC(=O)c3ccccc3)nn12. As a reaction SMILES: [CH2:26]1[O:27][CH2:28][CH2:29][CH2:30]1.[CH3:20][O:21][CH2:22][CH2:23][CH2:24][NH2:25].[Cl:1][c:2]1[cH:3][cH:4][cH:5][c:6]2[n:7]1[n:8][c:9]([NH:11][C:12]([c:13]1[cH:14][cH:15][cH:16][cH:17][cH:18]1)=[O:19])[n:10]2>>[c:2]1([NH:25][CH2:24][CH2:23][CH2:22][O:21][CH3:20])[cH:3][cH:4][cH:5][c:6]2[n:7]1[n:8][c:9]([NH:11][C:12]([c:13]1[cH:14][cH:15][cH:16][cH:17][cH:18]1)=[O:19])[n:10]2. Reactants: CC=1NC(=C(C(C1C(=O)OCC(C)C)C1=C(C=CC=C1)[N+](=O)[O-])C(=O)OCCN1C(C=2C(C1=O)=CC=CC2)=O)C (1,4-dihydro-2,6-dimethyl-3-isobutoxycarbonyl-4-(2-nitrophenyl)-5-(2-phthalimidoethoxycarbonyl)-pyridine), O.NN (hydrazine hydrate). Product: CC=1NC(=C(C(C1C(=O)OCC(C)C)C1=C(C=CC=C1)[N+](=O)[O-])C(=O)OCCN)C (1,4-Dihydro-2,6-dimethyl-3-isobutoxycarbonyl-4-(2-nitrophenyl)-5-(2-aminoethoxy)carbonyl-pyridine). Isolated yield 96.5%. Reaction SMILES: [CH3:1][C:2]1[NH:3][C:4]([CH3:40])=[C:5]([C:24]([O:26][CH2:27][CH2:28][N:29]2C(=O)C3=CC=CC=C3C2=O)=[O:25])[CH:6]([C:15]2[CH:20]=[CH:19][CH:18]=[CH:17][C:16]=2[N+:21]([O-:23])=[O:22])[C:7]=1[C:8]([O:10][CH2:11][CH:12]([CH3:14])[CH3:13])=[O:9].O.NN>>[CH3:1][C:2]1[NH:3][C:4]([CH3:40])=[C:5]([C:24]([O:26][CH2:27][CH2:28][NH2:29])=[O:25])[CH:6]([C:15]2[CH:20]=[CH:19][CH:18]=[CH:17][C:16]=2[N+:21]([O-:23])=[O:22])[C:7]=1[C:8]([O:10][CH2:11][CH:12]([CH3:14])[CH3:13])=[O:9] |f:1.2|. Reported procedure: Prepared by a method analogous to that of Example 1(b) from 10.94 g (20 mmol) of 1,4-dihydro-2,6-dimethyl-3-isobutoxycarbonyl-4-(2-nitrophenyl)-5-(2-phthalimidoethoxycarbonyl)-pyridine and 3.0 ml (60 mmol) of hydrazine hydrate. 8.06 g (96%) of a viscous yellow oil are obtained. This product is used for reactions without further purification. Starting materials: COC=C1C(=O)NC(=O)c2ccc(Br)cc21, CN(C)C=O, NCCCN1CCOCC1. Yields the product O=C1NC(=O)c2ccc(Br)cc2C1=CNCCCN1CCOCC1. Reaction SMILES: [Br:1][c:2]1[cH:3][c:4]2[c:9]([cH:10][cH:11]1)[C:8](=[O:12])[NH:7][C:6](=[O:13])[C:5]2=[CH:14][O:15][CH3:16].[CH3:27][N:28]([CH3:29])[CH:30]=[O:31].[O:17]1[CH2:18][CH2:19][N:20]([CH2:23][CH2:24][CH2:25][NH2:26])[CH2:21][CH2:22]1>>[Br:1][c:2]1[cH:3][c:4]2[c:9]([cH:10][cH:11]1)[C:8](=[O:12])[NH:7][C:6](=[O:13])[C:5]2=[CH:14][NH:26][CH2:25][CH2:24][CH2:23][N:20]1[CH2:19][CH2:18][O:17][CH2:22][CH2:21]1. Reactants: ClC1=CC(=C(C=C1Cl)N)N (4,5-dichloro-1,2-phenylendiamine), C(C)(C)(C)OC(CC(C1=CC(=CC=C1)C=1C=NC=NC1)=O)=O (3-oxo-3-(3-pyrimidin-5-yl-phenyl)-propionic acid tert-butyl ester). Run in C=1(C(=CC=CC1)C)C (xylene). The product is ClC1=CC2=C(NC(CC(=N2)C2=CC(=CC=C2)C=2C=NC=NC2)=O)C=C1Cl (7,8-Dichloro-4-(3-pyrimidin-5-yl-phenyl)-1,3-dihydro-benzo[b][1,4]diazepin-2-one), solid. Yield: 87.0%. RXN SMILES: [Cl:1][C:2]1[C:7]([Cl:8])=[CH:6][C:5]([NH2:9])=[C:4]([NH2:10])[CH:3]=1.C([O:15][C:16](=O)[CH2:17][C:18](=O)[C:19]1[CH:24]=[CH:23][CH:22]=[C:21]([C:25]2[CH:26]=[N:27][CH:28]=[N:29][CH:30]=2)[CH:20]=1)(C)(C)C>C1(C)C(C)=CC=CC=1>[Cl:1][C:2]1[C:7]([Cl:8])=[CH:6][C:5]2[NH:9][C:16](=[O:15])[CH2:17][C:18]([C:19]3[CH:24]=[CH:23][CH:22]=[C:21]([C:25]4[CH:26]=[N:27][CH:28]=[N:29][CH:30]=4)[CH:20]=3)=[N:10][C:4]=2[CH:3]=1. Procedure details: The title compound was prepared from commercially available 4,5-dichloro-1,2-phenylendiamine (133 mg, 0.75 mmol) and 3-oxo-3-(3-pyrimidin-5-yl-phenyl)-propionic acid tert-butyl ester (Example K14) (223 mg, 0.75 mmol) in xylene (15 ml) under reflux conditions for 2 h according to the general procedure M. Obtained as a light red solid (250 mg, 87%). Starting materials: CN(C(OC(C)(C)C)=O)CCCN(C(=O)C1=CC=C(C=C1)[N+](=O)[O-])C (tert-Butyl methyl(3-{methyl[(4-nitrophenyl)carbonyl]amino}propyl)carbamate), [H][H] (hydrogen). The reagents and catalysts are [C].[Pd] (palladium-carbon). The solvent is CO (methanol). Reaction conditions: time 1.5 hour. Product: NC1=CC=C(C=C1)C(=O)N(CCCN(C(OC(C)(C)C)=O)C)C (tert-Butyl (3-{[(4-aminophenyl)carbonyl](methyl)amino}propyl)methylcarbamate). The yield is 101.2%. RXN SMILES: [CH3:1][N:2]([CH2:10][CH2:11][CH2:12][N:13]([CH3:25])[C:14]([C:16]1[CH:21]=[CH:20][C:19]([N+:22]([O-])=O)=[CH:18][CH:17]=1)=[O:15])[C:3](=[O:9])[O:4][C:5]([CH3:8])([CH3:7])[CH3:6].[H][H]>CO.[C].[Pd]>[NH2:22][C:19]1[CH:20]=[CH:21][C:16]([C:14]([N:13]([CH3:25])[CH2:12][CH2:11][CH2:10][N:2]([CH3:1])[C:3](=[O:9])[O:4][C:5]([CH3:8])([CH3:6])[CH3:7])=[O:15])=[CH:17][CH:18]=1 |f:3.4|. Reported procedure: A solution of the compound (162 mg, 0.461 mmol) obtained in Example 28c in methanol (5 mL) was added to 10% palladium-carbon (dry; 16 mg), and the atmosphere in the system was replaced with a hydrogen atmosphere, and then the mixture was stirred at room temperature for 1.5 hours. The atmosphere in the system was replaced with a nitrogen atmosphere, and the mixture was filtered through celite. The solvent was evaporated under reduced pressure to give the title compound (150 mg; yield, 100%) as a ...